Dataset: the Open Reaction Database (ORD), a public repository of structured organic reaction records. Task: describe an organic reaction: reactants, conditions, products, and yield Starting materials: Cc1ccccc1, CCOC(=O)c1c(N)sc(-c2ccc([N+](=O)[O-])cc2)c1C, O=C=Nc1ccccc1, c1ccncc1. As a reaction SMILES: [CH3:37][c:38]1[cH:39][cH:40][cH:41][cH:42][cH:43]1.[NH2:16][c:17]1[s:18][c:19](-[c:28]2[cH:29][cH:30][c:31]([N+:34](=[O:35])[O-:36])[cH:32][cH:33]2)[c:20]([CH3:27])[c:21]1[C:22](=[O:23])[O:24][CH2:25][CH3:26].[O:7]=[C:8]=[N:9][c:10]1[cH:11][cH:12][cH:13][cH:14][cH:15]1.[cH:1]1[cH:2][cH:3][n:4][cH:5][cH:6]1>>[O:7]=[C:8]([NH:9][c:10]1[cH:11][cH:12][cH:13][cH:14][cH:15]1)[NH:16][c:17]1[s:18][c:19](-[c:28]2[cH:29][cH:30][c:31]([N+:34](=[O:35])[O-:36])[cH:32][cH:33]2)[c:20]([CH3:27])[c:21]1[C:22](=[O:23])[O:24][CH2:25][CH3:26]. The product is CCOC(=O)c1c(NC(=O)Nc2ccccc2)sc(-c2ccc([N+](=O)[O-])cc2)c1C. The reactants are N1CC(C(=O)N)CCC1 (nipecotamide), BrC=1C=C2C=NN=C(C2=CC1)Cl (6-bromo-1-chlorophthalazine), C([O-])([O-])=O.[K+].[K+] (potassium carbonate). Run in C(C)#N (acetonitrile). Reaction conditions: temperature 190 celsius. Product: BrC=1C=C2C=NN=C(C2=CC1)N1CC(CCC1)C(=O)N (1-(6-bromophthalazin-1-yl)piperidine-3-carboxamide). Yield: 99.4%. Reaction SMILES: [NH:1]1[CH2:9][CH2:8][CH2:7][CH:3]([C:4]([NH2:6])=[O:5])[CH2:2]1.[Br:10][C:11]1[CH:12]=[C:13]2[C:18](=[CH:19][CH:20]=1)[C:17](Cl)=[N:16][N:15]=[CH:14]2.C(=O)([O-])[O-].[K+].[K+]>C(#N)C>[Br:10][C:11]1[CH:12]=[C:13]2[C:18](=[CH:19][CH:20]=1)[C:17]([N:1]1[CH2:9][CH2:8][CH2:7][CH:3]([C:4]([NH2:6])=[O:5])[CH2:2]1)=[N:16][N:15]=[CH:14]2 |f:2.3.4|. Procedure: A glass microwave reaction vessel was charged with nipecotamide (0.17 g, 1.4 mmol), 6-bromo-1-chlorophthalazine (0.110 g, 0.45 mmol), potassium carbonate (0.062g, 0.45 mmol) and 3 mL acetonitrile. The reaction mixture was stirred and heated in a Smith Synthesizer® microwave reactor (Personal Chemistry, Inc., Upssala, Sweden) at 190° C. for 20 min (watts, Powermax feature on, ramp time 1 min). The mixture was purified directly via flash chromatography (silica gel) eluting with 4/1 hexanes/EtOAc t... Solvent: O1CCCC1 (tetrahydrofuran). Yields the product C(C)(C)(C)[SiH2]OC(C1=CC=C(C=C1)C1=C(C(=C(C(=C1F)F)C(=O)O)F)F)(C)C (4′-(tert-Butyl-dimethyl-silanyloxymethyl)-2,3,5,6-tetrafluoro-biphenyl-4-carboxylic acid). As a reaction SMILES: C[O:2][C:3]([C:5]1[C:10]([F:11])=[C:9]([F:12])[C:8]([C:13]2[CH:18]=[CH:17][C:16]([C:19]([CH3:27])([CH3:26])[O:20][SiH2:21][C:22]([CH3:25])([CH3:24])[CH3:23])=[CH:15][CH:14]=2)=[C:7]([F:28])[C:6]=1[F:29])=[O:4].[OH-].[Na+]>O1CCCC1>[C:22]([SiH2:21][O:20][C:19]([CH3:27])([CH3:26])[C:16]1[CH:17]=[CH:18][C:13]([C:8]2[C:7]([F:28])=[C:6]([F:29])[C:5]([C:3]([OH:4])=[O:2])=[C:10]([F:11])[C:9]=2[F:12])=[CH:14][CH:15]=1)([CH3:25])([CH3:23])[CH3:24] |f:1.2|. The reactants are COC(=O)C1=C(C(=C(C(=C1F)F)C1=CC=C(C=C1)C(O[SiH2]C(C)(C)C)(C)C)F)F (4′-(tert-butyl-dimethyl-silanyloxymethyl)-2,3,5,6-tetrafluoro-biphenyl-4-carboxylic acid methyl ester), [OH-].[Na+] (sodium hydroxide). Reaction conditions: temperature 10 celsius. Procedure: To a solution of 4′-(tert-butyl-dimethyl-silanyloxymethyl)-2,3,5,6-tetrafluoro-biphenyl-4-carboxylic acid methyl ester (2.6 g, 6.0 mmol) in tetrahydrofuran (50 mL) was added an aq. solution of 5 N sodium hydroxide (20 mL). The reaction mixture was stirred and refluxed for 5 hours. The progress of the reaction was monitored by TLC. The reaction mixture was concentrated. The resulting residue was cooled to 10° C. and acidified with an aq. solution of 50% HCl. The formed precipitate was filtered, w... Isolated yield 88.5%. Starting materials: CC1=C(N)C=CC(=C1)[N+](=O)[O-] (2-methyl-4-nitroaniline), C(C=C)N(C1=C(C=C(C=C1)[N+](=O)[O-])C)C=O (N-allyl-N-formyl-2-methyl-4-nitroaniline), C(C=C)N(C1=C(C=C(C=C1)[N+](=O)[O-])C)C=O (N-allyl-N-formyl-2-methyl-4-nitroaniline), C(=O)NC1=C(C=C(C=C1)[N+](=O)[O-])C (N-formyl-2-methyl-4-nitroaniline), C(C=C)Cl (allyl chloride). The solvent is C(=O)O (formic acid). The product is C(C=C)NC1=C(C=C(C=C1)[N+](=O)[O-])C (N-allyl-2-methyl-4-nitroaniline). RXN SMILES: CC1C=C([N+]([O-])=O)C=CC=1N.C(NC1C=CC([N+]([O-])=O)=CC=1C)=O.C(Cl)C=C.[CH2:29]([N:32](C=O)[C:33]1[CH:38]=[CH:37][C:36]([N+:39]([O-:41])=[O:40])=[CH:35][C:34]=1[CH3:42])[CH:30]=[CH2:31]>C(O)=O>[CH2:29]([NH:32][C:33]1[CH:38]=[CH:37][C:36]([N+:39]([O-:41])=[O:40])=[CH:35][C:34]=1[CH3:42])[CH:30]=[CH2:31]. Procedure: The particularly advantageous compound I-8 according to the invention can be prepared, for example, by formylating 2-methyl-4-nitroaniline using 95% strength formic acid, alkylating the resultant N-formyl-2-methyl-4-nitroaniline using allyl chloride under phase-transfer conditions and reducing the resultant N-allyl-N-formyl-2-methyl-4-nitroaniline. On the other hand, it is also possible to hydrolyze the intermediate N-allyl-N-formyl-2-methyl-4-nitroaniline to form N-allyl-2-methyl-4-nitroaniline... Conditions: time 8 hour. Starting materials: BrC1=C(C=CC=C1)NC(NC1=C(C=C(C=C1)CC(=O)O)OC)=O (4-[N′-(2-bromophenyl)ureido]-3-methoxyphenylacetic acid), N[C@H](COC1=CC=C(C(=O)OCC2=CC=CC=C2)C=C1)C (benzyl (S)-4-(2-amino-1-propoxy)benzoate), CCN=C=NCCCN(C)C.Cl (EDC.HCl), C=1C=CC2=C(C1)N=NN2O (HOBt). Isolated yield 58.0%. The product is BrC1=C(C=CC=C1)NC(NC1=C(C=C(C=C1)CC(=O)N[C@H](COC1=CC=C(C(=O)OCC2=CC=CC=C2)C=C1)C)OC)=O (benzyl (S)-4-[2-[4-[N′-(2-bromophenyl)ureido]-3-methoxyphenylacetamido]-1-propoxy]benzoate). Procedure: A mixture of 4-[N′-(2-bromophenyl)ureido]-3-methoxyphenylacetic acid (480 mg, 1.27 mmol), benzyl (S)-4-(2-amino-1-propoxy)benzoate (361 mg, 1.27 mmol), EDC.HCl (364 mg, 1.90 mmol), HOBt (256 mg, 1.89 mmol) and DMAP (31 mg, 0.25 mmol) in DMF (8 ml) was stirred at room temperature overnight. The mixture was diluted with EtOAc, washed with 0.5 N HCl, brine, dried over Na2SO4 and evaporated. The residue was purified by column chromatography on silica-gel with CHCl3 to 5% MeOH in CHCl3 as eluent to g... RXN SMILES: [Br:1][C:2]1[CH:7]=[CH:6][CH:5]=[CH:4][C:3]=1[NH:8][C:9](=[O:23])[NH:10][C:11]1[CH:16]=[CH:15][C:14]([CH2:17][C:18]([OH:20])=O)=[CH:13][C:12]=1[O:21][CH3:22].[NH2:24][C@@H:25]([CH3:44])[CH2:26][O:27][C:28]1[CH:43]=[CH:42][C:31]([C:32]([O:34][CH2:35][C:36]2[CH:41]=[CH:40][CH:39]=[CH:38][CH:37]=2)=[O:33])=[CH:30][CH:29]=1.CCN=C=NCCCN(C)C.Cl.C1C=CC2N(O)N=NC=2C=1>CN(C1C=CN=CC=1)C.CN(C=O)C.CCOC(C)=O>[Br:1][C:2]1[CH:7]=[CH:6][CH:5]=[CH:4][C:3]=1[NH:8][C:9](=[O:23])[NH:10][C:11]1[CH:16]=[CH:15][C:14]([CH2:17][C:18]([NH:24][C@@H:25]([CH3:44])[CH2:26][O:27][C:28]2[CH:43]=[CH:42][C:31]([C:32]([O:34][CH2:35][C:36]3[CH:37]=[CH:38][CH:39]=[CH:40][CH:41]=3)=[O:33])=[CH:30][CH:29]=2)=[O:20])=[CH:13][C:12]=1[O:21][CH3:22] |f:2.3|. Reagents/catalysts: CN(C)C=1C=CN=CC1 (DMAP). Solvent: CN(C)C=O (DMF), CCOC(=O)C (EtOAc). The reactants are C(C)(=O)OCC (ethyl acetate), C(C)N(CCCNC(=O)NC1=NC=CC(=C1)OC1=C(C=C(C=C1)[N+](=O)[O-])C)CC (1-(3-diethylaminopropyl)-3-[4-(2-methyl-4-nitrophenoxy)pyridin-2-yl]urea), [Cl-].[NH4+] (ammonium chloride), O (water). The reagents and catalysts are [Fe] (iron). Solvent: C(C)O (ethanol). Conditions: temperature 90 celsius. Yields the product NC1=CC(=C(OC2=CC(=NC=C2)NC(=O)NCCCN(CC)CC)C=C1)C (1-[4-(4-Amino-2-methylphenoxy)pyridin-2-yl]-3-(3-diethylaminopropyl)urea). The yield is 15.0%. RXN SMILES: [CH2:1]([N:3]([CH2:28][CH3:29])[CH2:4][CH2:5][CH2:6][NH:7][C:8]([NH:10][C:11]1[CH:16]=[C:15]([O:17][C:18]2[CH:23]=[CH:22][C:21]([N+:24]([O-])=O)=[CH:20][C:19]=2[CH3:27])[CH:14]=[CH:13][N:12]=1)=[O:9])[CH3:2].[Cl-].[NH4+].O.C(OCC)(=O)C>C(O)C.[Fe]>[NH2:24][C:21]1[CH:22]=[CH:23][C:18]([O:17][C:15]2[CH:14]=[CH:13][N:12]=[C:11]([NH:10][C:8]([NH:7][CH2:6][CH2:5][CH2:4][N:3]([CH2:28][CH3:29])[CH2:1][CH3:2])=[O:9])[CH:16]=2)=[C:19]([CH3:27])[CH:20]=1 |f:1.2|. Reported procedure: To a solution of 1-(3-diethylaminopropyl)-3-[4-(2-methyl-4-nitrophenoxy)pyridin-2-yl]urea (794 mg) in ethanol (50 ml) were added electrolytic iron powder (442 mg), ammonium chloride (847 mg) and water (10 ml), followed by stirring to heat at 90° C. for 1 hr. The reaction mixture was cooled down to room temperature, and filtered to remove an insoluble portion. The filtrate was concentrated under a reduced pressure to give a residue, which was then supplied with ethyl acetate (100 ml), washed with... Starting materials: C[C@H]1OC1 ((R)-methyloxirane), [H-].[Na+] (sodium hydride), 0.5, ClC=1C=C2C=CNC2=CC1F (5-chloro-6-fluoroindole), O (water). The solvent is O1CCCC1 (tetrahydrofuran), CCOCC (ether). Conditions: time 1 hour. Product: ClC=1C=C2C=CN(C2=CC1F)C[C@@H](C)O ((R)-1-(5-chloro-6-fluoro-indol-1-yl)-propan-2-ol). Isolated yield 77.0%. As a reaction SMILES: [H-].[Na+].[Cl:3][C:4]1[CH:5]=[C:6]2[C:10](=[CH:11][C:12]=1[F:13])[NH:9][CH:8]=[CH:7]2.[CH3:14][C@@H:15]1[CH2:17][O:16]1.O>O1CCCC1.CCOCC>[Cl:3][C:4]1[CH:5]=[C:6]2[C:10](=[CH:11][C:12]=1[F:13])[N:9]([CH2:14][C@H:15]([OH:16])[CH3:17])[CH:8]=[CH:7]2 |f:0.1|. Reported procedure: A suspension of 128 mg of sodium hydride dispersion in 8 ml of tetrahydrofuran was treated with 0.5 7 g of 5-chloro-6-fluoroindole at 0° and stirred at this temperature for 1 hour. After the addition of 0.48 ml of (R)-methyloxirane the reaction mixture was stirred at room temperature for 48 hours and subsequently treated with water. The mixture was diluted with ether, washed with water and with saturated sodium chloride solution and the organic phase was dried over sodium sulfate. After removing...